This data is from the Open Reaction Database (ORD), a public repository of structured organic reaction records. The task is: describe an organic reaction: reactants, conditions, products, and yield Starting materials: CC1(OB(OC1(C)C)C=1C=C2C(=NC1)NC=C2)C (5-(4,4,5,5-tetramethyl-1,3,2-dioxaborolan-2-yl)-1H-pyrrolo[2,3-b]pyridine), ClC1=NC(=CN=C1)N1CCN(CC1)C (2-chloro-6-(4-methylpiperazin-1-yl)pyrazine), C(=O)([O-])[O-].[Cs+].[Cs+] (Cs2CO3). Reagents/catalysts: C=1C=CC(=CC1)[P](C=2C=CC=CC2)(C=3C=CC=CC3)[Pd]([P](C=4C=CC=CC4)(C=5C=CC=CC5)C=6C=CC=CC6)([P](C=7C=CC=CC7)(C=8C=CC=CC8)C=9C=CC=CC9)[P](C=1C=CC=CC1)(C=1C=CC=CC1)C=1C=CC=CC1 (Pd(PPh3)4). The solvent is C(Cl)(Cl)Cl (CHCl3), CN(C)C=O (DMF). Reaction conditions: temperature 100 celsius. The product is CN1CCN(CC1)C1=CN=CC(=N1)C=1C=C2C(=NC1)NC=C2 (5-(6-(4-methylpiperazin-1-yl)pyrazin-2-yl)-1H-pyrrolo[2,3-b]pyridine). Reaction SMILES: CC1(C)C(C)(C)OB([C:9]2[CH:10]=[C:11]3[CH:17]=[CH:16][NH:15][C:12]3=[N:13][CH:14]=2)O1.Cl[C:20]1[CH:25]=[N:24][CH:23]=[C:22]([N:26]2[CH2:31][CH2:30][N:29]([CH3:32])[CH2:28][CH2:27]2)[N:21]=1.C([O-])([O-])=O.[Cs+].[Cs+]>CN(C=O)C.C(Cl)(Cl)Cl.C1C=CC([P]([Pd]([P](C2C=CC=CC=2)(C2C=CC=CC=2)C2C=CC=CC=2)([P](C2C=CC=CC=2)(C2C=CC=CC=2)C2C=CC=CC=2)[P](C2C=CC=CC=2)(C2C=CC=CC=2)C2C=CC=CC=2)(C2C=CC=CC=2)C2C=CC=CC=2)=CC=1>[CH3:32][N:29]1[CH2:28][CH2:27][N:26]([C:22]2[N:21]=[C:20]([C:9]3[CH:10]=[C:11]4[CH:17]=[CH:16][NH:15][C:12]4=[N:13][CH:14]=3)[CH:25]=[N:24][CH:23]=2)[CH2:31][CH2:30]1 |f:2.3.4,^1:51,53,72,91|. Reported procedure: The starting material 5-(4,4,5,5-tetramethyl-1,3,2-dioxaborolan-2-yl)-1H-pyrrolo[2,3-b]pyridine (124) (50 mg, 0.2 mmol, 1 eq) and 2-chloro-6-(4-methylpiperazin-1-yl)pyrazine (63) (44 mg, 0.2 mmol, 1 eq) in DMF (5 mL) was degassed and purged under argon atmosphere for 10 min. To this reaction mixture was charged Cs2CO3 (133 mg, 0.4 mmol, 2 eq) followed by addition of Pd(PPh3)4 (0.01 mg, 0.04 mmol) and degassing and purging under argon for an additional 10 min. The reaction mixture was heated at 1... Starting materials: COC(=O)c1ccc(OC)cc1-c1ccc(C(F)(F)F)cc1, CCO, [Na+], [OH-], O. Yields the product COc1ccc(C(=O)O)c(-c2ccc(C(F)(F)F)cc2)c1. RXN SMILES: [CH3:1][O:2][C:3](=[O:4])[c:5]1[c:6](-[c:13]2[cH:14][cH:15][c:16]([C:19]([F:20])([F:21])[F:22])[cH:17][cH:18]2)[cH:7][c:8]([O:11][CH3:12])[cH:9][cH:10]1.[CH3:25][CH2:26][OH:27].[Na+:24].[OH-:23].[OH2:28]>>[O:2]=[C:3]([OH:4])[c:5]1[c:6](-[c:13]2[cH:14][cH:15][c:16]([C:19]([F:20])([F:21])[F:22])[cH:17][cH:18]2)[cH:7][c:8]([O:11][CH3:12])[cH:9][cH:10]1. Reactants: ClC=1C=C(C=C(C1C[C@H]1C(N(CC1)N1CCOCC1)=O)Cl)OS(=O)(=O)C(F)(F)F (trifluoro-methanesulfonic acid (R)-3,5-dichloro-4-(1-morpholin-4-yl-2-oxo-pyrrolidin-3-ylmethyl)-phenyl ester), FC1=CC=C(C=C1)B(O)O (4-fluorophenylboronic acid), C([O-])([O-])=O.[Na+].[Na+] (sodium carbonate). The reagents and catalysts are C=1C=CC(=CC1)[P](C=2C=CC=CC2)(C=3C=CC=CC3)[Pd]([P](C=4C=CC=CC4)(C=5C=CC=CC5)C=6C=CC=CC6)([P](C=7C=CC=CC7)(C=8C=CC=CC8)C=9C=CC=CC9)[P](C=1C=CC=CC1)(C=1C=CC=CC1)C=1C=CC=CC1 (Pd(PPh3)4). Solvent: C1CCOC1 (THF), O (water), C(C)(=O)OCC (ethyl acetate). Reaction conditions: temperature 80 celsius, time 2 hour. Product: FC(C(=O)O)(F)F.ClC=1C=C(C=C(C1C[C@H]1C(N(CC1)N1CCOCC1)=O)Cl)C1=CC=C(C=C1)F ((R)-3-(3,5-Dichloro-4′-fluoro-biphenyl-4-ylmethyl)-1-morpholin-4-yl-pyrrolidin-2-one Trifluoroacetate). Yield: 73.0%. As a reaction SMILES: [Cl:1][C:2]1[CH:3]=[C:4](OS([C:26]([F:29])([F:28])[F:27])(=O)=O)[CH:5]=[C:6]([Cl:21])[C:7]=1[CH2:8][C@@H:9]1[CH2:13][CH2:12][N:11]([N:14]2[CH2:19][CH2:18][O:17][CH2:16][CH2:15]2)[C:10]1=[O:20].[F:30][C:31]1[CH:36]=[CH:35][C:34](B(O)O)=[CH:33][CH:32]=1.[C:40](=O)([O-:42])[O-:41].[Na+].[Na+]>C1COCC1.O.C(OCC)(=O)C.C1C=CC([P]([Pd]([P](C2C=CC=CC=2)(C2C=CC=CC=2)C2C=CC=CC=2)([P](C2C=CC=CC=2)(C2C=CC=CC=2)C2C=CC=CC=2)[P](C2C=CC=CC=2)(C2C=CC=CC=2)C2C=CC=CC=2)(C2C=CC=CC=2)C2C=CC=CC=2)=CC=1>[F:29][C:26]([F:27])([F:28])[C:40]([OH:42])=[O:41].[Cl:1][C:2]1[CH:3]=[C:4]([C:34]2[CH:35]=[CH:36][C:31]([F:30])=[CH:32][CH:33]=2)[CH:5]=[C:6]([Cl:21])[C:7]=1[CH2:8][C@@H:9]1[CH2:13][CH2:12][N:11]([N:14]2[CH2:19][CH2:18][O:17][CH2:16][CH2:15]2)[C:10]1=[O:20] |f:2.3.4,9.10,^1:61,63,82,101|. Procedure details: Bring a mixture of trifluoro-methanesulfonic acid (R)-3,5-dichloro-4-(1-morpholin-4-yl-2-oxo-pyrrolidin-3-ylmethyl)-phenyl ester (0.126 g, 0.26 mmol), 4-fluorophenylboronic acid (0.044 g, 0.31 mmol), sodium carbonate (0.084 g, 0.79 mmol) in THF (10 mL) and water (3 mL) to 60° C. To the mixture at 60° C., add Pd(PPh3)4 (0.015 g, 0.011 mmol) and then raise the reaction temperature to 80° C. and stir for 2 hours. Cool the reaction, dilute with ethyl acetate, and wash with water and brine. Dry the o... The reactants are C(C1=CC=CC=C1)N1CCC(CC1)CCSC1=CC=CC=C1 (1-benzyl-4-(2-(phenylmercapto)-1-ethyl)piperidine), ClC(COC(=O)Cl)(Cl)Cl (2,2,2-trichloroethylchloroformate). Run in C(C)#N (acetonitrile). The product is ClC(COC(=O)N1CCC(CC1)CCSC1=CC=CC=C1)(Cl)Cl (1-(2,2,2-Trichloroethoxycarbonyl)-4-(2-(phenylmercapto)ethyl)piperidine). Yield: 93.7%. RXN SMILES: C([N:8]1[CH2:13][CH2:12][CH:11]([CH2:14][CH2:15][S:16][C:17]2[CH:22]=[CH:21][CH:20]=[CH:19][CH:18]=2)[CH2:10][CH2:9]1)C1C=CC=CC=1.[Cl:23][C:24]([Cl:31])([Cl:30])[CH2:25][O:26][C:27](Cl)=[O:28]>C(#N)C>[Cl:23][C:24]([Cl:31])([Cl:30])[CH2:25][O:26][C:27]([N:8]1[CH2:13][CH2:12][CH:11]([CH2:14][CH2:15][S:16][C:17]2[CH:18]=[CH:19][CH:20]=[CH:21][CH:22]=2)[CH2:10][CH2:9]1)=[O:28]. Procedure: A solution of 1.24 g (3.98 mmol) of 1-benzyl-4-(2-(phenylmercapto)-1-ethyl)piperidine and 0.61 mL (4.4 mmol) of 2,2,2-trichloroethylchloroformate in 10 mL of acetonitrile was stirred at rt for 2.5 h. The reaction mixture was concentrated and the residue was purified by chromatography (silica, hexanes:ehtyl acetate, 4:1) to give 1.48 g of the title compound. Starting materials: CNC(=O)C(C)Br, O=C([O-])[O-], CC1(C)OB(c2cn[nH]c2)OC1(C)C, CC(C)=O, [K+], [K+]. The product is CNC(=O)C(C)n1cc(B2OC(C)(C)C(C)(C)O2)cn1. As a reaction SMILES: [Br:15][CH:16]([C:17](=[O:18])[NH:19][CH3:20])[CH3:21].[C:22](=[O:23])([O-:24])[O-:25].[CH3:1][C:2]1([CH3:14])[O:3][B:4]([c:9]2[cH:10][n:11][nH:12][cH:13]2)[O:5][C:6]1([CH3:7])[CH3:8].[CH3:28][C:29](=[O:30])[CH3:31].[K+:26].[K+:27]>>[CH3:1][C:2]1([CH3:14])[O:3][B:4]([c:9]2[cH:10][n:11][n:12]([CH:16]([C:17](=[O:18])[NH:19][CH3:20])[CH3:21])[cH:13]2)[O:5][C:6]1([CH3:7])[CH3:8]. Reactants: N(O)=C1C(=NC(S1)(C)C)C (5-oxo-2,2,4-trimethyl-3-thiazoline oxime), [H-].[Na+] (sodium hydride), CN(C(=O)Cl)C (dimethylcarbamoyl chloride). Run in C(C)OCC (diethyl ether), O1CCCC1 (tetrahydrofuran). Conditions: time 1 hour. Product: CN(C(=O)ON=C1C(=NC(S1)(C)C)C)C (5-oxo-2,2,4-trimethyl-3-thiazoline O-(dimethylcarbamoyl)oxime). Reaction SMILES: [N:1](=[C:3]1[S:7][C:6]([CH3:9])([CH3:8])[N:5]=[C:4]1[CH3:10])[OH:2].[H-].[Na+].[CH3:13][N:14]([CH3:18])[C:15](Cl)=[O:16]>O1CCCC1.C(OCC)C>[CH3:13][N:14]([CH3:18])[C:15]([O:2][N:1]=[C:3]1[S:7][C:6]([CH3:9])([CH3:8])[N:5]=[C:4]1[CH3:10])=[O:16] |f:1.2|. Reported procedure: 3.0 g (0.019 mol) of 5-oxo-2,2,4-trimethyl-3-thiazoline oxime are added portionwise to a suspension of 0.9 g of sodium hydride in 20 ml of tetrahydrofuran. The sodium hydride was liberated shortly before its use from a 55% suspension in oil by two-fold extraction with a small amount of absolute pentane. After completion of the hydrogen evolution, the mixture is stirred at room temperature for an additional 1 hour. 2.05 g (0.019 mol) of dimethylcarbamoyl chloride are added dropwise, and the react...